Dataset: the Open Reaction Database (ORD), a public repository of structured organic reaction records. Task: describe an organic reaction: reactants, conditions, products, and yield Starting materials: [Al+3], C1CCOC1, CC1CN(Cc2ccccc2)CC1C#N, CCOC(C)=O, [H-], [H-], [H-], [H-], [Li+], O. Yields the product CC1CN(Cc2ccccc2)CC1CN. Reaction SMILES: [Al+3:2].[CH2:29]1[O:30][CH2:31][CH2:32][CH2:33]1.[CH2:7]([c:8]1[cH:9][cH:10][cH:11][cH:12][cH:13]1)[N:14]1[CH2:15][CH:16]([C:20]#[N:21])[CH:17]([CH3:19])[CH2:18]1.[CH3:22][CH2:23][O:24][C:25]([CH3:26])=[O:27].[H-:1].[H-:4].[H-:5].[H-:6].[Li+:3].[OH2:28]>>[CH2:7]([c:8]1[cH:9][cH:10][cH:11][cH:12][cH:13]1)[N:14]1[CH2:15][CH:16]([CH2:20][NH2:21])[CH:17]([CH3:19])[CH2:18]1. Starting materials: CC(C)NC(=O)COc1cccc(-c2nc(Nc3ccc4c(cnn4C(=O)OC(C)(C)C)c3)c3ccccc3n2)c1, ClCCl, O=C(O)C(F)(F)F. Product: CC(C)NC(=O)COc1cccc(-c2nc(Nc3ccc4[nH]ncc4c3)c3ccccc3n2)c1, O=C(O)C(F)(F)F. RXN SMILES: [CH:1]([CH3:2])([CH3:3])[NH:4][C:5]([CH2:6][O:7][c:8]1[cH:9][c:10](-[c:14]2[n:15][c:16]3[cH:17][cH:18][cH:19][cH:20][c:21]3[c:22]([NH:24][c:25]3[cH:26][c:27]4[cH:28][n:29][n:30]([C:34]([O:35][C:36]([CH3:37])([CH3:38])[CH3:39])=[O:40])[c:31]4[cH:32][cH:33]3)[n:23]2)[cH:11][cH:12][cH:13]1)=[O:41].[Cl:49][CH2:50][Cl:51].[F:42][C:43]([C:44](=[O:45])[OH:46])([F:47])[F:48]>>[CH:1]([CH3:2])([CH3:3])[NH:4][C:5]([CH2:6][O:7][c:8]1[cH:9][c:10](-[c:14]2[n:15][c:16]3[cH:17][cH:18][cH:19][cH:20][c:21]3[c:22]([NH:24][c:25]3[cH:26][c:27]4[cH:28][n:29][nH:30][c:31]4[cH:32][cH:33]3)[n:23]2)[cH:11][cH:12][cH:13]1)=[O:41].[F:42][C:43]([C:44](=[O:45])[OH:46])([F:47])[F:48]. Starting materials: C(C)(=O)O[C@H]1[C@@H](OC(C)=O)[C@@H](OC(C)=O)[C@H](OC(C)=O)[C@H](O1)COC(C)=O (penta-O-acetyl-β-D-mannopyranose), C1=CC(=CC=C1[N+](=O)[O-])O (p-nitrophenol), 12-molybdophosphoric acid. The reagents and catalysts are C(C)(=O)[O-].[Zn+2].C(C)(=O)[O-] (zinc acetate). The solvent is C1(=CC=CC=C1)C (toluene). The product is C(C)(=O)O[C@@H]1[C@H](OC2=CC=C(C=C2)[N+](=O)[O-])O[C@@H]([C@H]([C@@H]1OC(C)=O)OC(C)=O)COC(C)=O (p-nitrophenyl 2,3,4,6-tetra-O-acetyl-β-D-mannopyranoside). Isolated yield 52.0%. As a reaction SMILES: C(O[C@@H:5]1[O:22][C@H:21]([CH2:23][O:24][C:25](=[O:27])[CH3:26])[C@@H:16]([O:17][C:18](=[O:20])[CH3:19])[C@H:11]([O:12][C:13](=[O:15])[CH3:14])[C@@H:6]1[O:7][C:8](=[O:10])[CH3:9])(=O)C.[CH:28]1[C:33]([N+:34]([O-:36])=[O:35])=[CH:32][CH:31]=[C:30]([OH:37])[CH:29]=1>C1(C)C=CC=CC=1.C([O-])(=O)C.[Zn+2].C([O-])(=O)C>[C:8]([O:7][C@H:6]1[C@@H:11]([O:12][C:13](=[O:15])[CH3:14])[C@H:16]([O:17][C:18](=[O:20])[CH3:19])[C@@H:21]([CH2:23][O:24][C:25](=[O:27])[CH3:26])[O:22][C@H:5]1[O:37][C:30]1[CH:31]=[CH:32][C:33]([N+:34]([O-:36])=[O:35])=[CH:28][CH:29]=1)(=[O:10])[CH3:9] |f:3.4.5|. Reported procedure: A 19.5 g (0.05 mole) quantity of penta-O-acetyl-β-D-mannopyranose and 13.9 g (0.10 mole) of p-nitrophenol were heated at 130° C. under reduced pressure of 20 mmHg. To the melt obtained were added 0.25 g of 12-molybdophosphoric acid and 0.05 g of zinc acetate and the mixture was reacted under reduced pressure for 30 minutes. The reaction mixture was dissolved in 100 ml of toluene and the solution was washed with 6 portions of 50 ml of 1.0M-NaoH aqueous solution and with 2 portions of 50 ml of wat... Starting materials: CC(C)=O, COCCCCCCO. Yields the product COCCCCCC(=O)O. As a reaction SMILES: [CH3:10][C:11]([CH3:12])=[O:13].[CH3:1][O:2][CH2:3][CH2:4][CH2:5][CH2:6][CH2:7][CH2:8][OH:9]>>[CH3:1][O:2][CH2:3][CH2:4][CH2:5][CH2:6][CH2:7][C:8](=[O:9])[OH:13].